This data is from the Open Reaction Database (ORD), a public repository of structured organic reaction records. The task is: describe an organic reaction: reactants, conditions, products, and yield Reactants: C=1(C(O)=CC=C(CC=C)C1)OC (eugenol), C(OC)(OC)=O (dimethyl carbonate), C(CCC)P(CCCC)CCCC (tri-n-butylphosphine). The product is COC=1C(=CC(=CC1)CC=C)OC (eugenol methyl ether). The yield is 88.0%. RXN SMILES: [C:1]1([O:11][CH3:12])[C:2](=[CH:4][CH:5]=[C:6]([CH:10]=1)[CH2:7][CH:8]=[CH2:9])[OH:3].[C:13](=O)(OC)OC.C(P(CCCC)CCCC)CCC>>[CH3:13][O:3][C:2]1[C:1]([O:11][CH3:12])=[CH:10][C:6]([CH2:7][CH:8]=[CH2:9])=[CH:5][CH:4]=1. Procedure: 33 parts of eugenol, 50 parts of dimethyl carbonate and 2 parts of tri-n-butylphosphine are kept for 15 hours at 190° C. Working up takes place as described in Example 24. 31 parts (88% of theory, based on converted eugenol) of eugenol methyl ether of boiling point 69°-70° C./0.13 mbar are obtained. The conversion is virtually quantitative. Yield: 47.0%. Starting materials: BrCCCCCCCCOC=1C(C=C(OC1)COC1OCCCC1)=O (5-(8-Bromo-octyloxy)-2-(tetrahydro-pyran-2-yloxymethyl)-4H-pyran-4-one), FC(C1=CC=C2C(=CC=NC2=C1)S)(F)F (7-Trifluoromethyl-4-quinoline-thiol), [H-].[Na+] (NaH), oil. Run in CN(C)C=O (DMF), O (H2O), CN(C)C=O (DMF). Reported procedure: 7-Trifluoromethyl-4-quinoline-thiol (300 mg, 1.3 mmol) was charged in a 50 mL round-bottomed flask equipped with a magnetic stirrer and under inert atmosphere. Anhydrous DMF (10 mL) and NaH 60% dispersion in oil (53 mg, 1.3 mmol) were successively added at 4° C. After 30 min a solution of 5-(8-bromo-octyloxy)-2-(tetrahydro-pyran-2-yloxymethyl)-4H-pyran-4-one 5 (500 mg, 1.2 mmol) in DMF (5 mL) was added at room temperature. The reaction mixture was stirred for 2 h at room temperature. The reactio... Run at time 2 hour. RXN SMILES: [F:1][C:2]([F:15])([F:14])[C:3]1[CH:12]=[C:11]2[C:6]([C:7]([SH:13])=[CH:8][CH:9]=[N:10]2)=[CH:5][CH:4]=1.[H-].[Na+].Br[CH2:19][CH2:20][CH2:21][CH2:22][CH2:23][CH2:24][CH2:25][CH2:26][O:27][C:28]1[C:29](=[O:42])[CH:30]=[C:31]([CH2:34][O:35][CH:36]2[CH2:41][CH2:40][CH2:39][CH2:38][O:37]2)[O:32][CH:33]=1>CN(C=O)C.O>[F:15][C:2]([F:1])([F:14])[C:3]1[CH:12]=[C:11]2[C:6]([C:7]([S:13][CH2:19][CH2:20][CH2:21][CH2:22][CH2:23][CH2:24][CH2:25][CH2:26][O:27][C:28]3[C:29](=[O:42])[CH:30]=[C:31]([CH2:34][O:35][CH:36]4[CH2:41][CH2:40][CH2:39][CH2:38][O:37]4)[O:32][CH:33]=3)=[CH:8][CH:9]=[N:10]2)=[CH:5][CH:4]=1 |f:1.2|. Product: FC(C1=CC=C2C(=CC=NC2=C1)SCCCCCCCCOC=1C(C=C(OC1)COC1OCCCC1)=O)(F)F (5-(8-(7-(trifluoromethyl)quinolin-4-ylthio)octyloxy)-2-((tetrahydro-2H-pyran-2-yloxy)methyl)-4H-pyran-4-one), 1006. Starting materials: CS(=O)(=O)c1nccc(N2CCCn3c2nc(-c2ccccc2)cc3=O)n1, CN1CCOCC1, CCOC(C)=O, ClCCl, CC(N)Cc1cccc(CO)c1. The product is CC(Cc1cccc(CO)c1)Nc1nccc(N2CCCn3c2nc(-c2ccccc2)cc3=O)n1. As a reaction SMILES: [CH3:1][S:2](=[O:3])(=[O:4])[c:5]1[n:6][cH:7][cH:8][c:9]([N:11]2[CH2:12][CH2:13][CH2:14][n:15]3[c:16]2[n:17][c:18](-[c:22]2[cH:23][cH:24][cH:25][cH:26][cH:27]2)[cH:19][c:20]3=[O:21])[n:10]1.[CH3:40][N:41]1[CH2:42][CH2:43][O:44][CH2:45][CH2:46]1.[CH3:50][CH2:51][O:52][C:53](=[O:54])[CH3:55].[Cl:47][CH2:48][Cl:49].[NH2:28][CH:29]([CH2:30][c:31]1[cH:32][c:33]([CH2:37][OH:38])[cH:34][cH:35][cH:36]1)[CH3:39]>>[c:5]1([NH:28][CH:29]([CH2:30][c:31]2[cH:32][c:33]([CH2:37][OH:38])[cH:34][cH:35][cH:36]2)[CH3:39])[n:6][cH:7][cH:8][c:9]([N:11]2[CH2:12][CH2:13][CH2:14][n:15]3[c:16]2[n:17][c:18](-[c:22]2[cH:23][cH:24][cH:25][cH:26][cH:27]2)[cH:19][c:20]3=[O:21])[n:10]1. Reactants: C1CCOC1, CC(=O)C1CC1, CN=C=O, Nc1nc2ccccc2[nH]1. Product: CN1C(=O)n2c(nc3ccccc32)NC1(C)C1CC1. Reaction SMILES: [CH2:21]1[O:22][CH2:23][CH2:24][CH2:25]1.[CH3:11][C:12](=[O:13])[CH:14]1[CH2:15][CH2:16]1.[CH3:17][N:18]=[C:19]=[O:20].[NH2:1][c:2]1[n:3][c:4]2[cH:5][cH:6][cH:7][cH:8][c:9]2[nH:10]1>>[NH:1]1[c:2]2[n:3][c:4]3[cH:5][cH:6][cH:7][cH:8][c:9]3[n:10]2[C:19](=[O:20])[N:18]([CH3:17])[C:12]1([CH3:11])[CH:14]1[CH2:15][CH2:16]1.